From a dataset of the Open Reaction Database (ORD), a public repository of structured organic reaction records. describe an organic reaction: reactants, conditions, products, and yield Starting materials: COC(=O)CP(=O)(OC)OC (trimethyl phosphonoacetate), [Li]CCCC (n-BuLi), OC1(CCC(CC1)=O)C (4-Hydroxy-4-methyl-cyclohexanone). The solvent is COCCOC (DME). Reaction conditions: temperature 0 celsius, time 10 minute. The product is COC(C=C1CCC(CC1)(C)OC)=O ((4-Methoxy-4 methyl-cyclohexylidene)-acetic acid methyl ester). As a reaction SMILES: [CH3:1][O:2][C:3]([CH2:5]P(OC)(OC)=O)=[O:4].[Li][CH2:13]CCC.[OH:17][C:18]1([CH3:25])[CH2:23][CH2:22][C:21](=O)[CH2:20][CH2:19]1>COCCOC>[CH3:1][O:2][C:3](=[O:4])[CH:5]=[C:21]1[CH2:22][CH2:23][C:18]([O:17][CH3:13])([CH3:25])[CH2:19][CH2:20]1. Reported procedure: A mixture of trimethyl phosphonoacetate (9.11 mL, 56 mmol) and (40 mL, 64 mmol) of n-BuLi (1.6N) in DME (60 mL) is stirred for 10 minutes at 0° C. 4-Hydroxy-4-methyl-cyclohexanone (8 g, 56 mmol) was added and the mixture stirred 2.5 hours at 0° C. until TCL indicated complexion of the reaction. Product was obtained after extraction with dichloromethane (7.71 g, 69%). The reactants are O=C(Br)CBr, Nc1ccc(F)cc1C(=O)O, CN(C)C=O, C1COCCO1, O. Product: O=C(CBr)Nc1ccc(F)cc1C(=O)O. RXN SMILES: [Br:12][CH2:13][C:14](=[O:15])[Br:16].[NH2:1][c:2]1[c:3]([C:4](=[O:5])[OH:6])[cH:7][c:8]([F:11])[cH:9][cH:10]1.[O:17]=[CH:18][N:19]([CH3:20])[CH3:21].[O:22]1[CH2:23][CH2:24][O:25][CH2:26][CH2:27]1.[OH2:28]>>[NH:1]([c:2]1[c:3]([C:4](=[O:5])[OH:6])[cH:7][c:8]([F:11])[cH:9][cH:10]1)[C:14]([CH2:13][Br:12])=[O:15]. The reactants are CC(=O)O[BH-](OC(C)=O)OC(C)=O, CC(=O)O, CC1(C)OC(=O)c2ccc(N=Cc3ccc(C#Cc4ccc(Cl)cc4)cc3)cc2O1, [Na+], O. Yields the product CC1(C)OC(=O)c2ccc(NCc3ccc(C#Cc4ccc(Cl)cc4)cc3)cc2O1. As a reaction SMILES: [C:31]([O:32][BH-:33]([O:34][C:35](=[O:36])[CH3:37])[O:38][C:39](=[O:40])[CH3:41])(=[O:42])[CH3:43].[CH3:45][C:46](=[O:47])[OH:48].[Cl:1][c:2]1[cH:3][cH:4][c:5]([C:8]#[C:9][c:10]2[cH:11][cH:12][c:13]([CH:16]=[N:17][c:18]3[cH:19][cH:20][c:21]4[c:22]([cH:30]3)[O:23][C:24]([CH3:28])([CH3:29])[O:25][C:26]4=[O:27])[cH:14][cH:15]2)[cH:6][cH:7]1.[Na+:44].[OH2:49]>>[Cl:1][c:2]1[cH:3][cH:4][c:5]([C:8]#[C:9][c:10]2[cH:11][cH:12][c:13]([CH2:16][NH:17][c:18]3[cH:19][cH:20][c:21]4[c:22]([cH:30]3)[O:23][C:24]([CH3:28])([CH3:29])[O:25][C:26]4=[O:27])[cH:14][cH:15]2)[cH:6][cH:7]1. Starting materials: [BH4-], CCO, Cc1cc(C(C)C)cc(C)c1C=O, Cl, [Na+], O. Product: Cc1cc(C(C)C)cc(C)c1CO. As a reaction SMILES: [BH4-:1].[CH3:17][CH2:18][OH:19].[CH3:3][c:4]1[c:5]([CH:6]=[O:7])[c:8]([CH3:15])[cH:9][c:10]([CH:12]([CH3:13])[CH3:14])[cH:11]1.[ClH:16].[Na+:2].[OH2:20]>>[CH3:3][c:4]1[c:5]([CH2:6][OH:7])[c:8]([CH3:15])[cH:9][c:10]([CH:12]([CH3:13])[CH3:14])[cH:11]1. The reactants are NC1=C(C=C(C=2N1C=C(N2)Cl)C(=O)O)Cl (5-Amino-2,6-dichloroimidazo[1,2-a]pyridine-8-carboxylic Acid), C(CCC)N1CCC(CC1)CN (1-(1-butyl-4-piperidinyl)methanamine). Yields the product NC1=CC=C(C=2N1C=C(N2)Cl)C(=O)NCC2CCN(CC2)CCCC (5-Amino-N-[(1-butyl-4-piperidinyl)methyl]-2-chloroimidazo[1,2-a]pyridine-8-carboxamide). Reaction SMILES: [NH2:1][C:2]1[N:7]2[CH:8]=[C:9]([Cl:11])[N:10]=[C:6]2[C:5]([C:12]([OH:14])=O)=[CH:4][C:3]=1Cl.[CH2:16]([N:20]1[CH2:25][CH2:24][CH:23]([CH2:26][NH2:27])[CH2:22][CH2:21]1)[CH2:17][CH2:18][CH3:19]>>[NH2:1][C:2]1[N:7]2[CH:8]=[C:9]([Cl:11])[N:10]=[C:6]2[C:5]([C:12]([NH:27][CH2:26][CH:23]2[CH2:24][CH2:25][N:20]([CH2:16][CH2:17][CH2:18][CH3:19])[CH2:21][CH2:22]2)=[O:14])=[CH:4][CH:3]=1. Procedure details: The title compound was prepared according to the procedure described in the step 3 in EXAMPLE 5 using 5-amino-2-chloroimidazo[1,2-a]pyridine-8-carboxylic acid (EXAMPLE 25, Step 3) and 1-(1-butyl-4-piperidinyl)methanamine (EXAMPLE 1, METHOD A, Step 5). Reactants: N1C=CC2=CC=CC=C12 (indole), C(C1=CC=CC=C1)N (benzylamine), C(C)(=O)O (acetic acid), C(C=O)(=O)OC (methyl glyoxylate). The solvent is CO (MeOH), CO (MeOH). Run at time 69 hour. The product is C1(=CC=CC=C1)CNC(C(=O)OC)C1=CNC2=CC=CC=C12 (Methyl α-(phenylmethylamino)-3-indoleacetate). Isolated yield 86.3%. Reaction SMILES: [CH2:1]([NH2:8])[C:2]1[CH:7]=[CH:6][CH:5]=[CH:4][CH:3]=1.C(O)(=O)C.[C:13]([O:17][CH3:18])(=[O:16])[CH:14]=O.[NH:19]1[C:27]2[C:22](=[CH:23][CH:24]=[CH:25][CH:26]=2)[CH:21]=[CH:20]1>CO>[C:2]1([CH2:1][NH:8][CH:14]([C:21]2[C:22]3[C:27](=[CH:26][CH:25]=[CH:24][CH:23]=3)[NH:19][CH:20]=2)[C:13]([O:17][CH3:18])=[O:16])[CH:7]=[CH:6][CH:5]=[CH:4][CH:3]=1. Reported procedure: To a stirred solution of 6.43 g (0.06 mole) of benzylamine and 5 mL (5.25 g, 0.09 mole) of acetic acid in 50 mL of MeOH was added a solution of 5.28 g (0.06 mole) of methyl glyoxylate in 50 mL of MeOH followed by 5.86 g (0.05 mole) of indole. The resulting solution was allowed to stand for 69 hours. The solvent was evaporated. The residue was treated with 200 mL of H2O. Sodium bicarbonate was added until CO2 evolution ceased. The mixture was extracted with CH2Cl2 (3×100 mL). The combined extract... Reactants: BrC=1C=C2C3(C(NC2=CC1)=O)CCCCC3 (5′-bromospiro[cyclohexane-1,3′-[3H]indol]-2′(1′H)-one), C(=O)C=1C=C(C=CC1)B(O)O (3-formylphenylboronic acid), C([O-])([O-])=O.[K+].[K+] (potassium carbonate). The reagents and catalysts are C=1C=CC(=CC1)[P](C=2C=CC=CC2)(C=3C=CC=CC3)[Pd]([P](C=4C=CC=CC4)(C=5C=CC=CC5)C=6C=CC=CC6)([P](C=7C=CC=CC7)(C=8C=CC=CC8)C=9C=CC=CC9)[P](C=1C=CC=CC1)(C=1C=CC=CC1)C=1C=CC=CC1 (tetrakis(triphenylphosphine)palladium). Run in C(OC)COC (dimethoxyethane), O (water), O (water). Conditions: time 15 minute. Yields the product N1C(C2(C3=CC=CC=C13)CCCCC2)=O (Spiro[cyclohexane-1,3′-[3H]indol]-2′-(1′H)one). Yield: 60.2%. As a reaction SMILES: Br[C:2]1[CH:3]=[C:4]2[C:8](=[CH:9][CH:10]=1)[NH:7][C:6](=[O:11])[C:5]12[CH2:16][CH2:15][CH2:14][CH2:13][CH2:12]1.C(C1C=C(B(O)O)C=CC=1)=O.C(=O)([O-])[O-].[K+].[K+]>C(COC)OC.O.C1C=CC([P]([Pd]([P](C2C=CC=CC=2)(C2C=CC=CC=2)C2C=CC=CC=2)([P](C2C=CC=CC=2)(C2C=CC=CC=2)C2C=CC=CC=2)[P](C2C=CC=CC=2)(C2C=CC=CC=2)C2C=CC=CC=2)(C2C=CC=CC=2)C2C=CC=CC=2)=CC=1>[NH:7]1[C:8]2[C:4](=[CH:3][CH:2]=[CH:10][CH:9]=2)[C:5]2([CH2:16][CH2:15][CH2:14][CH2:13][CH2:12]2)[C:6]1=[O:11] |f:2.3.4,^1:44,46,65,84|. Procedure: To a solution of 5′-bromospiro[cyclohexane-1,3′-[3H]indol]-2′(1′H)-one (1.00 g, 3.57 mmol) in dimethoxyethane (20 cm3) was added tetrakis(triphenylphosphine)palladium (0.20 g, 0.17 mmol) under nitrogen. After 15 min. 3-formylphenylboronic acid (1.00 g, 6.93 g) was added followed by potassium carbonate (2.90 g, 21 mmol) in water (10 cm3). After 20 h at reflux, the mixture was cooled poured into water and extracted with EtOAc (×3). The combined organic extract was washed with sat. brine, dried (Mg... Starting materials: BrC1=CC(=C(C=C1)S(=O)(=O)Cl)OC(F)(F)F (4-Bromo-2-trifluoromethoxy-benzenesulfonyl chloride), CNC (dimethylamine). Run at time 16 hour. Yields the product BrC1=CC(=C(C=C1)S(=O)(=O)N(C)C)OC(F)(F)F (4-Bromo-N,N-dimethyl-2-trifluoromethoxy-benzenesulfonamide). Yield: 81.0%. Reaction SMILES: [Br:1][C:2]1[CH:7]=[CH:6][C:5]([S:8](Cl)(=[O:10])=[O:9])=[C:4]([O:12][C:13]([F:16])([F:15])[F:14])[CH:3]=1.[CH3:17][NH:18][CH3:19]>>[Br:1][C:2]1[CH:7]=[CH:6][C:5]([S:8]([N:18]([CH3:19])[CH3:17])(=[O:10])=[O:9])=[C:4]([O:12][C:13]([F:16])([F:15])[F:14])[CH:3]=1. Reported procedure: According to general procedure A, 4-Bromo-2-trifluoromethoxy-benzenesulfonyl chloride (0.35 g, 1.03 mmol) and dimethylamine (10 mL, 33% in ethanol) were stirred in sealed tube for 16 hours. 4-Bromo-N,N-dimethyl-2-trifluoromethoxy-benzenesulfonamide (0.29 g, 81%) was provided after purification. Mp. 55-58° C. MS (ESI) m/z 348.14. Reactants: C1(=CC=C(C=C1)S(=O)(=O)[O-])C1=CC=CC=C1.[Na+] (Sodium biphenyl-4-sulfonate), [OH-].[Na+] (NaOH). The product is C1(=CC=CC=C1)C1=CC=C(C=C1)[O-].[Na+] (sodium 4-phenylphenolate). As a reaction SMILES: [C:1]1([C:11]2[CH:16]=[CH:15][CH:14]=[CH:13][CH:12]=2)[CH:6]=[CH:5][C:4](S([O-])(=O)=O)=[CH:3][CH:2]=1.[Na+:17].[OH-:18].[Na+]>>[C:11]1([C:1]2[CH:6]=[CH:5][C:4]([O-:18])=[CH:3][CH:2]=2)[CH:16]=[CH:15][CH:14]=[CH:13][CH:12]=1.[Na+:17] |f:0.1,2.3,4.5|. Procedure details: Sodium biphenyl-4-sulfonate is reacted with about 70% strength by weight NaOH to give sodium 4-phenylphenolate (about 320° C.; 16-26 bar), with the molar ratio of NaOH to biphenyl-4-sulfonate having to be about 10:1. The reaction mixture is diluted to a content of about 12% by weight of 4-hydroxybiphenyl by direct expansion at 320° C. to a water reservoir or by pumping water into the reaction mixture after prior cooling to 200° C. The resulting alkaline 4-hydroxybiphenyl sodium salt suspension i... Reactants: C(C)(=O)O.C(C)OP(=O)(CC(CC(C)C)C(N[C@@H](CC(C)C)C(NC)=O)=O)CN ((aminomethyl)[(RS)-4-methyl-2-[[(S)-3-methyl-1-(methylcarbamoyl)butyl]carbamoyl]pentyl]phosphinic acid ethyl ester acetate), COC1=C2C(C(=O)OC2=O)=C(C=C1)OC (3,6-dimethyoxyphthalic anhydride). Product: C(C)OP(=O)(CC(CC(C)C)C(N[C@@H](CC(C)C)C(NC)=O)=O)CN1C(C=2C(C1=O)=C(C=CC2OC)OC)=O ([(3,6-dimethoxyphthalimido)methyl][(RS)-4-methyl-2-[[(S)-3-methyl-1-(methylcarbamoyl)butyl]carbamoyl]pentyl]phosphinic acid ethyl ester). The yield is 50.1%. RXN SMILES: C(O)(=O)C.[CH2:5]([O:7][P:8]([CH2:28][NH2:29])([CH2:10][CH:11]([C:16](=[O:27])[NH:17][C@H:18]([C:23](=[O:26])[NH:24][CH3:25])[CH2:19][CH:20]([CH3:22])[CH3:21])[CH2:12][CH:13]([CH3:15])[CH3:14])=[O:9])[CH3:6].[CH3:30][O:31][C:32]1[CH:42]=[CH:41][C:40]([O:43][CH3:44])=[C:34]2[C:35]([O:37][C:38](=O)[C:33]=12)=[O:36]>>[CH2:5]([O:7][P:8]([CH2:28][N:29]1[C:35](=[O:36])[C:34]2=[C:40]([O:43][CH3:44])[CH:41]=[CH:42][C:32]([O:31][CH3:30])=[C:33]2[C:38]1=[O:37])([CH2:10][CH:11]([C:16](=[O:27])[NH:17][C@H:18]([C:23](=[O:26])[NH:24][CH3:25])[CH2:19][CH:20]([CH3:21])[CH3:22])[CH2:12][CH:13]([CH3:15])[CH3:14])=[O:9])[CH3:6] |f:0.1|. Procedure: In a manner analogous to that described in Example 3(A), from 0.5 g of (aminomethyl)[(RS)-4-methyl-2-[[(S)-3-methyl-1-(methylcarbamoyl)butyl]carbamoyl]pentyl]phosphinic acid ethyl ester acetate and 0.27 g of 3,6-dimethyoxyphthalic anhydride, there was obtained 0.325 g of [(3,6-dimethoxyphthalimido)methyl][(RS)-4-methyl-2-[[(S)-3-methyl-1-(methylcarbamoyl)butyl]carbamoyl]pentyl]phosphinic acid ethyl ester in the form of a pale yellow foam.